This data is from the Open Reaction Database (ORD), a public repository of structured organic reaction records. The task is: describe an organic reaction: reactants, conditions, products, and yield Procedure: Bis-demethoxycalebin-A (4-Hydroxycinnamoylmethyl 4-hydroxycinnamate, 10d) was prepared by reacting 4-hydroxycinnamoyliodomethane with sodium or potassium salt of 4-hydroxycinnamic acid with reaction steps and conditions maintained as mentioned in the general synthetic scheme discussed herein above in Para 0010. The yield of the product was 55%. The reactants are [K] (potassium), OC1=CC=C(C=CC(=O)O)C=C1 (4-hydroxycinnamic acid), OC1=CC=C(C=CC(=O)CI)C=C1 (4-hydroxycinnamoyliodomethane), [Na] (sodium). RXN SMILES: [OH:1][C:2]1[CH:13]=[CH:12][C:5]([CH:6]=[CH:7][C:8]([CH2:10]I)=[O:9])=[CH:4][CH:3]=1.[Na].[K].[OH:16][C:17]1[CH:27]=[CH:26][C:20]([CH:21]=[CH:22][C:23]([OH:25])=[O:24])=[CH:19][CH:18]=1>>[OH:16][C:17]1[CH:18]=[CH:19][C:20]([CH:21]=[CH:22][C:23]([O:25][CH2:10][C:8](=[O:9])[CH:7]=[CH:6][C:5]2[CH:12]=[CH:13][C:2]([OH:1])=[CH:3][CH:4]=2)=[O:24])=[CH:26][CH:27]=1 |^1:13,14|. Yields the product OC1=CC=C(C=CC(=O)OCC(C=CC2=CC=C(C=C2)O)=O)C=C1 (4-Hydroxycinnamoylmethyl 4-hydroxycinnamate), 10d. Reactants: Clc1ncc(Br)cn1, CS(C)=O, ClCCl, N#C[Na], O. The product is N#Cc1ncc(Br)cn1. RXN SMILES: [Br:1][c:2]1[cH:3][n:4][c:5]([Cl:8])[n:6][cH:7]1.[CH3:15][S:16]([CH3:17])=[O:18].[Cl:12][CH2:13][Cl:14].[Na:9][C:10]#[N:11].[OH2:19]>>[Br:1][c:2]1[cH:3][n:4][c:5]([C:10]#[N:11])[n:6][cH:7]1. The reactants are c1ccc(CN2CCN(c3n[nH]c4ccsc34)CC2)cc1, C1CCOC1, CC(C)(C)[O-], CI, [K+], [Na+], O=C([O-])O. The product is Cn1nc(N2CCN(Cc3ccccc3)CC2)c2sccc21. Reaction SMILES: [CH2:1]([c:2]1[cH:3][cH:4][cH:5][cH:6][cH:7]1)[N:8]1[CH2:9][CH2:10][N:11]([c:14]2[c:15]3[c:16]([nH:17][n:18]2)[cH:19][cH:20][s:21]3)[CH2:12][CH2:13]1.[CH2:35]1[O:36][CH2:37][CH2:38][CH2:39]1.[CH3:22][C:23]([CH3:24])([O-:25])[CH3:26].[CH3:28][I:29].[K+:27].[Na+:34].[O-:30][C:31]([OH:32])=[O:33]>>[CH2:1]([c:2]1[cH:3][cH:4][cH:5][cH:6][cH:7]1)[N:8]1[CH2:9][CH2:10][N:11]([c:14]2[c:15]3[c:16]([n:17]([CH3:22])[n:18]2)[cH:19][cH:20][s:21]3)[CH2:12][CH2:13]1.